From a dataset of the Open Reaction Database (ORD), a public repository of structured organic reaction records. describe an organic reaction: reactants, conditions, products, and yield The reactants are [K+], [OH-], O, OCCO, COCC(=O)NC(C)c1ccc2ccccc2c1. The product is CC(N)c1ccc2ccccc2c1. As a reaction SMILES: [K+:20].[OH-:19].[OH2:25].[OH:21][CH2:22][CH2:23][OH:24].[cH:1]1[c:2]([CH:11]([CH3:12])[NH:13][C:14](=[O:15])[CH2:16][O:17][CH3:18])[cH:3][cH:4][c:5]2[cH:6][cH:7][cH:8][cH:9][c:10]12>>[cH:1]1[c:2]([CH:11]([CH3:12])[NH2:13])[cH:3][cH:4][c:5]2[cH:6][cH:7][cH:8][cH:9][c:10]12. The reactants are [H][H] (Hydrogen), N(=[N+]=[N-])C(C(=O)NC1=C(C(=O)C2=CC=CC=C2)C=C(C=C1)Cl)F (2-(α-azido-α-fluoro-acetamido)-5-chlorobenzophenone). Procedure: Hydrogen is passed into a solution of 3.33 g. of 2-(α-azido-α-fluoro-acetamido)-5-chlorobenzophenone in 100 ml. of ethyl acetate in the presence of 0.3 g. of 5% palladium-on-charcoal for 4 hours. After filtering off the catalyst, evaporation and working up in the customary manner, there is obtained 3-fluoro-5-phenyl-7-chloro-2,3-dihydro-1H-1,4-benzodiazepin-2-one, m.p. 235° (decomposition). Yields the product FC1C(NC2=C(C(=N1)C1=CC=CC=C1)C=C(C=C2)Cl)=O (3-fluoro-5-phenyl-7-chloro-2,3-dihydro-1H-1,4-benzodiazepin-2-one). Reagents/catalysts: [Pd] (palladium-on-charcoal). RXN SMILES: [H][H].[N:3]([CH:6]([F:25])[C:7]([NH:9][C:10]1[CH:23]=[CH:22][C:21]([Cl:24])=[CH:20][C:11]=1[C:12]([C:14]1[CH:19]=[CH:18][CH:17]=[CH:16][CH:15]=1)=O)=[O:8])=[N+]=[N-]>[Pd].C(OCC)(=O)C>[F:25][CH:6]1[N:3]=[C:12]([C:14]2[CH:19]=[CH:18][CH:17]=[CH:16][CH:15]=2)[C:11]2[CH:20]=[C:21]([Cl:24])[CH:22]=[CH:23][C:10]=2[NH:9][C:7]1=[O:8]. Run in C(C)(=O)OCC (ethyl acetate). The reactants are Cc1cc(OCCOCc2ccccc2)ccc1[N+](=O)[O-], CO, O=C[O-], [NH4+], O. The product is Cc1cc(OCCOCc2ccccc2)ccc1N. As a reaction SMILES: [CH2:1]([c:2]1[cH:3][cH:4][cH:5][cH:6][cH:7]1)[O:8][CH2:9][CH2:10][O:11][c:12]1[cH:13][c:14]([CH3:21])[c:15]([N+:18]([O-:19])=[O:20])[cH:16][cH:17]1.[CH3:22][OH:23].[CH:24]([O-:25])=[O:26].[NH4+:27].[OH2:28]>>[CH2:1]([c:2]1[cH:3][cH:4][cH:5][cH:6][cH:7]1)[O:8][CH2:9][CH2:10][O:11][c:12]1[cH:13][c:14]([CH3:21])[c:15]([NH2:18])[cH:16][cH:17]1. Starting materials: ClCC(CCl)O (1,3-dichloro-2-propanol), B(F)(F)F.CCOCC (boron trifluoride diethyl etherate), C=CCCCCCCCCCC (1-dodecene). Conditions: temperature 95 celsius. The product is C=CCCCCCCCCCC (dodecene), ClCC(CCl)OC(C)CCCCCCCCCC (sec-dodecyl 1,3-dichloro-2-propyl ether). As a reaction SMILES: [Cl:1][CH2:2][CH:3]([OH:6])[CH2:4][Cl:5].B(F)(F)F.CCOCC.[CH2:16]=[CH:17][CH2:18][CH2:19][CH2:20][CH2:21][CH2:22][CH2:23][CH2:24][CH2:25][CH2:26][CH3:27]>>[CH2:16]=[CH:17][CH2:18][CH2:19][CH2:20][CH2:21][CH2:22][CH2:23][CH2:24][CH2:25][CH2:26][CH3:27].[Cl:1][CH2:2][CH:3]([O:6][CH:26]([CH2:25][CH2:24][CH2:23][CH2:22][CH2:21][CH2:20][CH2:19][CH2:18][CH2:17][CH3:16])[CH3:27])[CH2:4][Cl:5] |f:1.2|. Procedure: To a 1000 ml round bottom flask equipped with condenser, overhead stirrer, and nitrogen inlet system is added 526.2 g of 1,3-dichloro-2-propanol, 7.8 ml of boron trifluoride diethyl etherate, and 101 g of 1-dodecene at room temperature. The mixture is heated to 95° C. for 1 hour. The reaction mixture is cooled to room temperature and then transferred to a 1000 ml separation funnel. 200 ml of heptane is added and two phases are separated. The lower phase containing the excess dichloropropanol, et... Reactants: Brc1cscc1Br, CC(=O)OC(C)=O, CC(=O)O, O=[N+]([O-])O. Product: O=[N+]([O-])c1scc(Br)c1Br. Reaction SMILES: [Br:12][c:13]1[cH:14][s:15][cH:16][c:17]1[Br:18].[C:5]([O:6][C:7](=[O:8])[CH3:9])(=[O:10])[CH3:11].[CH3:19][C:20](=[O:21])[OH:22].[OH:1][N+:2]([O-:3])=[O:4]>>[O-:1][N+:2](=[O:4])[c:14]1[c:13]([Br:12])[c:17]([Br:18])[cH:16][s:15]1. The reactants are FC1(CC(C1)(C(=O)OC)C=1C=NC=CC1)F (Methyl 3,3-difluoro-1-(pyridin-3-yl)cyclobutanecarboxylate), [OH-].[Na+] (NaOH). The solvent is C1CCOC1 (THF), O (water). Conditions: time 12 hour. Yields the product FC1(CC(C1)(C(=O)O)C=1C=NC=CC1)F (3,3-Difluoro-1-(pyridin-3-yl)cyclobutanecarboxylic acid). Yield: 68.2%. As a reaction SMILES: [F:1][C:2]1([F:16])[CH2:5][C:4]([C:10]2[CH:11]=[N:12][CH:13]=[CH:14][CH:15]=2)([C:6]([O:8]C)=[O:7])[CH2:3]1.[OH-].[Na+]>C1COCC1.O>[F:16][C:2]1([F:1])[CH2:5][C:4]([C:10]2[CH:11]=[N:12][CH:13]=[CH:14][CH:15]=2)([C:6]([OH:8])=[O:7])[CH2:3]1 |f:1.2|. Procedure details: To a solution of Intermediate 311D (250 mg, 1.100 mmol) in THF (2 mL) and water (1 mL) was added NaOH (132 mg, 3.30 mmol) and the reaction mixture was stirred at RT for 12 h. The reaction mixture was concentrated; the pH of the residue was adjusted to 2 with a 1.5N aq. solution of HCl and extracted with EtOAc (3×15 mL). The combined organic layer was dried over Na2SO4, filtered and concentrated to afford Intermediate 311E as a colorless semi-solid (160 mg, 68% yield). 1H NMR (400 MHz, DMSO-d6) δ... Reactants: C(#C)C12CCCN(CC1)C2 (5-ethynyl-1-azabicyclo[3.2.1]octane), N(=[N+]=[N-])[Si](C)(C)C (azidotrimethylsilane), PTFE, CO (methanol). The solvent is O1CCCC1 (tetrahydrofuran). Reaction conditions: time 15 minute. The product is CN1N=CC(=N1)C12CCCN(CC1)C2 ((±) 5-(2-Methyl-1.2.3-triazole-4-yl)-1-azabicyclo-[3.2.1]octane). Reaction SMILES: [C:1]([C:3]12[CH2:10][N:7]([CH2:8][CH2:9]1)[CH2:6][CH2:5][CH2:4]2)#[CH:2].[N:11]([Si](C)(C)C)=[N+:12]=[N-:13].[CH3:18]O>O1CCCC1>[CH3:18][N:12]1[N:13]=[C:1]([C:3]23[CH2:10][N:7]([CH2:8][CH2:9]2)[CH2:6][CH2:5][CH2:4]3)[CH:2]=[N:11]1. Procedure details: A solution of 5-ethynyl-1-azabicyclo[3.2.1]octane (D6) (1 g, 0.0074 mol) in tetrahydrofuran (5 ml) was treated with azidotrimethylsilane (1.27 g, 0.011 mol) at 140° C. for 8 h in a PTFE lined autoclave. The reaction was then cooled and treated with methanol (30 ml). The solution was then concentrated in vacuo to a brown gum. The gum was then taken up in methanol (30 ml) and treated with diazomethane in ether (excess) and allowed to stand for 15 min at 20° C. The reaction mixture was then concent...